describe an organic reaction: reactants, conditions, products, and yield From a dataset of the Open Reaction Database (ORD), a public repository of structured organic reaction records. Reactants: [Br-], C[Mg+], CCOCC, CON(C)C(=O)c1ccc2c(C(C(=O)NS(=O)(=O)c3ccc(C)cc3)c3ccc4c(c3)OCO4)cn(C)c2c1, Cl, C1CCOC1. Yields the product CC(=O)c1ccc2c(C(C(=O)NS(=O)(=O)c3ccc(C)cc3)c3ccc4c(c3)OCO4)cn(C)c2c1. RXN SMILES: [Br-:1].[CH3:2][Mg+:3].[CH3:44][CH2:45][O:46][CH2:47][CH3:48].[CH3:4][O:5][N:6]([C:7](=[O:8])[c:9]1[cH:10][cH:11][c:12]2[c:13]([CH:19]([C:20](=[O:21])[NH:22][S:23](=[O:24])(=[O:25])[c:26]3[cH:27][cH:28][c:29]([CH3:32])[cH:30][cH:31]3)[c:33]3[cH:34][c:35]4[c:36]([cH:40][cH:41]3)[O:37][CH2:38][O:39]4)[cH:14][n:15]([CH3:18])[c:16]2[cH:17]1)[CH3:42].[ClH:43].[O:49]1[CH2:50][CH2:51][CH2:52][CH2:53]1>>[CH3:2][C:7](=[O:8])[c:9]1[cH:10][cH:11][c:12]2[c:13]([CH:19]([C:20](=[O:21])[NH:22][S:23](=[O:24])(=[O:25])[c:26]3[cH:27][cH:28][c:29]([CH3:32])[cH:30][cH:31]3)[c:33]3[cH:34][c:35]4[c:36]([cH:40][cH:41]3)[O:37][CH2:38][O:39]4)[cH:14][n:15]([CH3:18])[c:16]2[cH:17]1. Starting materials: ClC1=CC=C(COC2=CC(NC=C2)=O)C=C1 (4-((4-chlorobenzyl)oxy)pyridin-2(1H)-one), ClC1=CC=C(COC2=CC(NC=C2)=O)C=C1 (4-((4-chlorobenzyl)oxy)pyridin-2(1H)-one), C1(CC1)C=1N=C2N(C=C(C=C2)I)C1C (2-cyclopropyl-6-iodo-3-methylimidazo[1,2-a]pyridine), CNCCNC (N,N′-dimethylethylenediamine), C([O-])([O-])=O.[K+].[K+] (potassium carbonate), N (NH3). Reagents/catalysts: [Cu](I)I (copper iodide). Solvent: CS(=O)C (DMSO). Conditions: temperature 110 celsius. Yields the product ClC1=CC=C(COC2=CC(N(C=C2)C=2C=CC=3N(C2)C(=C(N3)C3CC3)C)=O)C=C1 (4-((4-Chlorobenzyl)oxy)-1-(2-cyclopropyl-3-methylimidazo[1,2-a]pyridin-6-yl)pyridin-2(1H)-one). Yield: 55.2%. RXN SMILES: [Cl:1][C:2]1[CH:16]=[CH:15][C:5]([CH2:6][O:7][C:8]2[CH:13]=[CH:12][NH:11][C:10](=[O:14])[CH:9]=2)=[CH:4][CH:3]=1.[CH:17]1([C:20]2[N:21]=[C:22]3[CH:27]=[CH:26][C:25](I)=[CH:24][N:23]3[C:29]=2[CH3:30])[CH2:19][CH2:18]1.CNCCNC.C(=O)([O-])[O-].[K+].[K+].N>[Cu](I)I.CS(C)=O>[Cl:1][C:2]1[CH:16]=[CH:15][C:5]([CH2:6][O:7][C:8]2[CH:13]=[CH:12][N:11]([C:25]3[CH:26]=[CH:27][C:22]4[N:23]([C:29]([CH3:30])=[C:20]([CH:17]5[CH2:19][CH2:18]5)[N:21]=4)[CH:24]=3)[C:10](=[O:14])[CH:9]=2)=[CH:4][CH:3]=1 |f:3.4.5|. Procedure: Then a mixture of 4-((4-chlorobenzyl)oxy)pyridin-2(1H)-one (1.0 g), 2-cyclopropyl-6-iodo-3-methylimidazo[1,2-a]pyridine (1.27 g), N,N′-dimethylethylenediamine (0.48 ml), copper iodide (0.81 g), potassium carbonate (1.76 g) and DMSO (13 ml) was heated at 110° C. under microwave irradiation for 1 h. Other two batches using 200 mg and 1 g of 4-((4-chlorobenzyl)oxy)pyridin-2(1H)-one were conducted. Then these reaction mixtures were combined, and poured into 14% NH3 solution. The mixture was extracte... The reactants are BrC=1C=CC2=C(C3=C(O2)C=CC(=C3)C3=CC=C(C=C3)C3=NC2=C(N3C3=CC=CC=C3)C=CC=C2)C1 (2-(4-(8-bromodibenzo[b,d]furan-2-yl)phenyl)-1-phenyl-1H-benzo[d]imidazole), CC1(OB(OC1(C)C)C1=CC=C(C=C1)C1=CC=C(C=C1)N1C2=CC=CC=C2C=2C=CC=CC12)C (9-(4′-(4,4,5,5-tetramethyl-1,3,2-dioxaborolan-2-yl)-[1,1′-biphenyl]-4-yl)-9H-carbazole), C([O-])([O-])=O.[K+].[K+] (potassium carbonate), O1CCOCC1 (1,4-dioxane), O (water). The reagents and catalysts are [Pd].C1(=CC=CC=C1)P(C1=CC=CC=C1)C1=CC=CC=C1.C1(=CC=CC=C1)P(C1=CC=CC=C1)C1=CC=CC=C1.C1(=CC=CC=C1)P(C1=CC=CC=C1)C1=CC=CC=C1.C1(=CC=CC=C1)P(C1=CC=CC=C1)C1=CC=CC=C1 (tetrakis(triphenylphosphine) palladium(0)). Run at temperature 100 celsius, time 17 hour. Product: C1(=CC=CC=C1)N1C(=NC2=C1C=CC=C2)C2=CC=C(C=C2)C=2C=CC1=C(C3=C(O1)C=CC(=C3)C3=CC=C(C=C3)C3=CC=C(C=C3)N3C1=CC=CC=C1C=1C=CC=CC31)C2 (9-(4′-(8-(4-(1-phenyl-1H-benzo[d]imidazol-2-yl)phenyl)dibenzo[b,d]furan-2-yl)-[1,1′-biphenyl]-4-yl)-9H-carbazole). Reaction SMILES: Br[C:2]1[CH:3]=[CH:4][C:5]2O[C:8]3[CH:10]=[CH:11][C:12]([C:14]4[CH:19]=[CH:18][C:17]([C:20]5[N:24]([C:25]6[CH:30]=[CH:29][CH:28]=[CH:27][CH:26]=6)[C:23]6[CH:31]=[CH:32][CH:33]=[CH:34][C:22]=6[N:21]=5)=[CH:16][CH:15]=4)=[CH:13][C:7]=3[C:6]=2[CH:35]=1.CC1(C)C(C)(C)OB([C:44]2[CH:49]=[CH:48][C:47]([C:50]3[CH:55]=[CH:54][C:53]([N:56]4[C:68]5[CH:67]=[CH:66][CH:65]=[CH:64][C:63]=5[C:62]5[C:57]4=[CH:58][CH:59]=[CH:60][CH:61]=5)=[CH:52][CH:51]=3)=[CH:46][CH:45]=2)O1.C(=O)([O-])[O-].[K+].[K+].O1CCOCC1.[OH2:82]>[Pd].C1(P(C2C=CC=CC=2)C2C=CC=CC=2)C=CC=CC=1.C1(P(C2C=CC=CC=2)C2C=CC=CC=2)C=CC=CC=1.C1(P(C2C=CC=CC=2)C2C=CC=CC=2)C=CC=CC=1.C1(P(C2C=CC=CC=2)C2C=CC=CC=2)C=CC=CC=1>[C:25]1([N:24]2[C:23]3[CH:31]=[CH:32][CH:33]=[CH:34][C:22]=3[N:21]=[C:20]2[C:17]2[CH:18]=[CH:19][C:14]([C:12]3[CH:11]=[CH:10][C:8]4[O:82][C:5]5[CH:4]=[CH:3][C:2]([C:44]6[CH:49]=[CH:48][C:47]([C:50]7[CH:51]=[CH:52][C:53]([N:56]8[C:57]9[CH:58]=[CH:59][CH:60]=[CH:61][C:62]=9[C:63]9[C:68]8=[CH:67][CH:66]=[CH:65][CH:64]=9)=[CH:54][CH:55]=7)=[CH:46][CH:45]=6)=[CH:35][C:6]=5[C:7]=4[CH:13]=3)=[CH:15][CH:16]=2)[CH:26]=[CH:27][CH:28]=[CH:29][CH:30]=1 |f:2.3.4,7.8.9.10.11|. Procedure: A mixture of Compound 10 (1.25 g, 2.43 mmol), 9-(4′-(4,4,5,5-tetramethyl-1,3,2-dioxaborolan-2-yl)-[1,1′-biphenyl]-4-yl)-9H-carbazole (1.123 g, 2.52 mmol), tetrakis(triphenylphosphine) palladium(0) (0.14 g, 0.12 mmol), potassium carbonate (1.00 g, 7.27 mmol), 1,4-dioxane (25.00 mL), and water (5.00 mL) was degassed with bubbling argon for 45 minutes at 50° C. The reaction was then heated to 100° C. and stirred overnight (17 hours), maintaining an argon atmosphere. The precipitated product was fil... Starting materials: C(C)OC(C=[N+]=[N-])=O (diazo-acetic acid ethyl ester), [Sn](Cl)Cl (tin (II) chloride), CC(CCC=O)C (4-methyl-pentanal). Solvent: ClCCl (dichloromethane), ClCCl (dichloromethane). Run at temperature 25 celsius. Yields the product C(C)OC(CC(CCC(C)C)=O)=O (6-methyl-3-oxo-heptanoic acid ethyl ester). Isolated yield 55.4%. RXN SMILES: [CH2:1]([O:3][C:4](=[O:8])[CH:5]=[N+]=[N-])[CH3:2].[Sn](Cl)Cl.[CH3:12][CH:13]([CH3:18])[CH2:14][CH2:15][CH:16]=[O:17]>ClCCl>[CH2:1]([O:3][C:4](=[O:8])[CH2:5][C:16](=[O:17])[CH2:15][CH2:14][CH:13]([CH3:18])[CH3:12])[CH3:2]. Procedure: A solution of diazo-acetic acid ethyl ester (555 mg, 4.86 mmol) in dichloromethane (8 mL) was treated with tin (II) chloride (88 mg, 0.463 mmol) and stirred vigorously at 25° C. A solution of 4-methyl-pentanal (464 mg, 4.63 mmol) in dichloromethane (2 mL) was added to the mixture dropwise over 10 min resulting in gas evolution. After the nitrogen evolution ceased (approximately 1 h), the reaction was extracted with brine and diethyl ether (2×80 mL). The organic layers were combined, dried over s... The reactants are BrCCBr, COC(=O)C(I)=CC1CCCCC1, C[Si](C)(C)Cl, [Cl-], FC(F)(F)c1nnnn1-c1ccc(I)cc1Cl, [NH4+], C1CCOC1, [Zn], c1ccc(P(c2ccccc2)c2ccccc2)cc1. Yields the product COC(=O)C(=CC1CCCCC1)c1ccc(-n2nnnc2C(F)(F)F)c(Cl)c1. Reaction SMILES: [Br:1][CH2:2][CH2:3][Br:4].[CH3:10][O:11][C:12]([C:13](=[CH:14][CH:15]1[CH2:16][CH2:17][CH2:18][CH2:19][CH2:20]1)[I:21])=[O:22].[CH3:5][Si:6]([Cl:7])([CH3:8])[CH3:9].[Cl-:59].[Cl:42][c:43]1[c:44](-[n:50]2[n:51][n:52][n:53][c:54]2[C:55]([F:56])([F:57])[F:58])[cH:45][cH:46][c:47]([I:49])[cH:48]1.[NH4+:60].[O:61]1[CH2:62][CH2:63][CH2:64][CH2:65]1.[Zn:66].[c:23]1([P:24]([c:25]2[cH:26][cH:27][cH:28][cH:29][cH:30]2)[c:31]2[cH:32][cH:33][cH:34][cH:35][cH:36]2)[cH:37][cH:38][cH:39][cH:40][cH:41]1>>[CH3:10][O:11][C:12]([C:13](=[CH:14][CH:15]1[CH2:16][CH2:17][CH2:18][CH2:19][CH2:20]1)[c:47]1[cH:46][cH:45][c:44](-[n:50]2[n:51][n:52][n:53][c:54]2[C:55]([F:56])([F:57])[F:58])[c:43]([Cl:42])[cH:48]1)=[O:22]. Reactants: Cl.N1=CC=C(C=C1)CCCC(=O)O (4-(Pyrid-4-yl)butyric acid hydrochloride), S(=O)(Cl)Cl (thionyl chloride). Procedure: 4-(Pyrid-4-yl)butyric acid hydrochloride (ca. 35 g) in dichloroethane (250 ml) and dimethylformamide (0.5 ml) was treated with thionyl chloride (100 ml). The vigorous exothermic reaction was allowed to subside and then the mixture was heated under reflux for 10 minutes, followed by evaporation to dryness in vacuo to give crude 4-(pyrid-4-yl)butyroyl chloride hydrochloride. Yields the product Cl.N1=CC=C(C=C1)CCCC(=O)Cl (4-(pyrid-4-yl)butyroyl chloride hydrochloride). Reaction SMILES: [ClH:1].[N:2]1[CH:7]=[CH:6][C:5]([CH2:8][CH2:9][CH2:10][C:11]([OH:13])=O)=[CH:4][CH:3]=1.S(Cl)([Cl:16])=O>ClC(Cl)C.CN(C)C=O>[ClH:16].[N:2]1[CH:7]=[CH:6][C:5]([CH2:8][CH2:9][CH2:10][C:11]([Cl:1])=[O:13])=[CH:4][CH:3]=1 |f:0.1,5.6|. The solvent is ClC(C)Cl (dichloroethane), CN(C=O)C (dimethylformamide). The reactants are C(C1=CC=CC=C1)OC1=C(C=C(C=C1)[N+](=O)[O-])Br (1-benzyloxy-2-bromo-4-nitrobenzene), C(Cl)Cl (DCM), C1(=CC=CC=C1)B(O)O (phenylboronic acid), P(=O)([O-])([O-])[O-].[K+].[K+].[K+] (potassium phosphate). The reagents and catalysts are C1=CC=C(C=C1)P([C-]2C=CC=C2)C3=CC=CC=C3.C1=CC=C(C=C1)P([C-]2C=CC=C2)C3=CC=CC=C3.Cl[Pd]Cl.[Fe+2] (Pd(dppf)Cl2). Solvent: O1CCOCC1 (dioxane). Run at time 8 hour. Yields the product C(C1=CC=CC=C1)OC1=C(C=C(C=C1)[N+](=O)[O-])C1=CC=CC=C1 (2-benzyloxy-5-nitro-biphenyl). Yield: 80.4%. Reaction SMILES: [CH2:1]([O:8][C:9]1[CH:14]=[CH:13][C:12]([N+:15]([O-:17])=[O:16])=[CH:11][C:10]=1Br)[C:2]1[CH:7]=[CH:6][CH:5]=[CH:4][CH:3]=1.C(Cl)Cl.[C:22]1(B(O)O)[CH:27]=[CH:26][CH:25]=[CH:24][CH:23]=1.P([O-])([O-])([O-])=O.[K+].[K+].[K+]>C1C=CC(P(C2C=CC=CC=2)[C-]2C=CC=C2)=CC=1.C1C=CC(P(C2C=CC=CC=2)[C-]2C=CC=C2)=CC=1.Cl[Pd]Cl.[Fe+2].O1CCOCC1>[CH2:1]([O:8][C:9]1[CH:14]=[CH:13][C:12]([N+:15]([O-:17])=[O:16])=[CH:11][C:10]=1[C:22]1[CH:27]=[CH:26][CH:25]=[CH:24][CH:23]=1)[C:2]1[CH:7]=[CH:6][CH:5]=[CH:4][CH:3]=1 |f:3.4.5.6,7.8.9.10|. Procedure details: To a mixture of 1-benzyloxy-2-bromo-4-nitrobenzene (100 mg, 0.33 mmol), Pd(dppf)Cl2.DCM (12 mg, 0.016 mmol), phenylboronic acid (48 mg, 0.39 mmol) and potassium phosphate (207 mg, 0.98 mmol) was added dioxane under an argon atmosphere. The mixture was stirred overnight at 80 C and filtered. The filtrate was concentrated and purified by flash chromatography (5:1 hexanes/ethyl acetate) to give 2-benzyloxy-5-nitro-biphenyl (81 mg). As a reaction SMILES: [CH3:20][C:21]([OH:22])=[O:23].[CH:1]1([n:10]2[cH:11][n:12][c:13]3[c:14]([NH2:19])[n:15][cH:16][cH:17][c:18]23)[CH:2]([OH:3])[CH:4]([OH:5])[CH:6]([CH2:8][OH:9])[O:7]1.[N:24]([O-:25])=[O:26].[NH2:28][C:29](=[O:30])[NH2:31].[Na+:27].[OH2:32]>>[CH:1]1([n:10]2[cH:11][n:12][c:13]3[c:14](=[O:22])[nH:15][cH:16][cH:17][c:18]23)[CH:2]([OH:3])[CH:4]([OH:5])[CH:6]([CH2:8][OH:9])[O:7]1. Product: O=c1[nH]ccc2c1ncn2C1OC(CO)C(O)C1O. Reactants: CC(=O)O, Nc1nccc2c1ncn2C1OC(CO)C(O)C1O, O=N[O-], NC(N)=O, [Na+], O. The reactants are COC(=O)c1cc(Br)ccc1NS(=O)(=O)c1ccc(OC(F)(F)F)cc1, CCCCCC, [Na+], C1CCOC1, [OH-]. Product: O=C(O)c1cc(Br)ccc1NS(=O)(=O)c1ccc(OC(F)(F)F)cc1. RXN SMILES: [Br:1][c:2]1[cH:3][cH:4][c:5]([NH:12][S:13](=[O:14])(=[O:15])[c:16]2[cH:17][cH:18][c:19]([O:22][C:23]([F:24])([F:25])[F:26])[cH:20][cH:21]2)[c:6]([C:7](=[O:8])[O:9][CH3:10])[cH:11]1.[CH3:34][CH2:35][CH2:36][CH2:37][CH2:38][CH3:39].[Na+:28].[O:29]1[CH2:30][CH2:31][CH2:32][CH2:33]1.[OH-:27]>>[Br:1][c:2]1[cH:3][cH:4][c:5]([NH:12][S:13](=[O:14])(=[O:15])[c:16]2[cH:17][cH:18][c:19]([O:22][C:23]([F:24])([F:25])[F:26])[cH:20][cH:21]2)[c:6]([C:7](=[O:8])[OH:9])[cH:11]1.